This data is from the Open Reaction Database (ORD), a public repository of structured organic reaction records. The task is: describe an organic reaction: reactants, conditions, products, and yield Reactants: solution, l-n-isopulegol, l-citronellal, C[C@@H]1CC[C@H]([C@@H](C1)O)C(=C)C (isopulegol). Solvent: O (water). Conditions: temperature 2.5 celsius, time 8 hour. The product is C[C@H]1CC[C@@H]([C@H](C1)O)C(=C)C (d-Isopulegol). As a reaction SMILES: [CH3:1][C@H:2]1[CH2:7][C@@H:6]([OH:8])[C@H:5]([C:9]([CH3:11])=[CH2:10])[CH2:4][CH2:3]1>O>[CH3:1][C@@H:2]1[CH2:7][C@H:6]([OH:8])[C@@H:5]([C:9]([CH3:11])=[CH2:10])[CH2:4][CH2:3]1. Reported procedure: The catalyst solution obtained in Example 7-1 was cooled to 0 to 5° C., and 1.54 g (10.0 mmol) of l-citronellal was added dropwise to the solution, followed by stirring at 0 to 5° C. overnight. After completion of the reaction, 2 ml of water was added to the reaction mixture, and an organic layer was analyzed with gas chromatography. As a result, substrate conversion was 89.2%, isopulegol conversion was 88.1%, and the ratio of l-n-isopulegol to the other isomers was 96.9:3.1. The reactants are CO, CN(C)S(=O)(=O)n1cnc(C(O)(c2ccc(Cl)cc2)c2ccc3c(c2)c(-c2ccccc2)cc(=O)n3C)c1, Cl, N, O. Yields the product Cn1c(=O)cc(-c2ccccc2)c2cc(C(O)(c3ccc(Cl)cc3)c3c[nH]cn3)ccc21, O. Reaction SMILES: [CH3:42][OH:43].[Cl:1][c:2]1[cH:3][cH:4][c:5]([C:8]([c:9]2[n:10][cH:11][n:12]([S:14](=[O:15])([N:16]([CH3:17])[CH3:18])=[O:19])[cH:13]2)([OH:20])[c:21]2[cH:22][c:23]3[c:24](-[c:33]4[cH:34][cH:35][cH:36][cH:37][cH:38]4)[cH:25][c:26](=[O:32])[n:27]([CH3:31])[c:28]3[cH:29][cH:30]2)[cH:6][cH:7]1.[ClH:40].[NH3:39].[OH2:41]>>[Cl:1][c:2]1[cH:3][cH:4][c:5]([C:8]([c:9]2[n:10][cH:11][nH:12][cH:13]2)([OH:20])[c:21]2[cH:22][c:23]3[c:24](-[c:33]4[cH:34][cH:35][cH:36][cH:37][cH:38]4)[cH:25][c:26](=[O:32])[n:27]([CH3:31])[c:28]3[cH:29][cH:30]2)[cH:6][cH:7]1.[OH2:15]. The reactants are BrBr, Br, COc1ccc(-c2ncc3c(n2)C(=O)CCC3)cc1. The product is COc1ccc(-c2ncc3c(n2)C(=O)C(Br)CC3)cc1. As a reaction SMILES: [Br:20][Br:21].[BrH:22].[CH3:1][O:2][c:3]1[cH:4][cH:5][c:6](-[c:9]2[n:10][c:11]3[c:16]([cH:17][n:18]2)[CH2:15][CH2:14][CH2:13][C:12]3=[O:19])[cH:7][cH:8]1>>[CH3:1][O:2][c:3]1[cH:4][cH:5][c:6](-[c:9]2[n:10][c:11]3[c:16]([cH:17][n:18]2)[CH2:15][CH2:14][CH:13]([Br:20])[C:12]3=[O:19])[cH:7][cH:8]1. Reaction SMILES: [NH2:1][CH:2]([CH2:18][C:19]1[CH:24]=[CH:23][C:22]([C:25]([F:28])([F:27])[F:26])=[CH:21][CH:20]=1)[CH:3]([C:5]1[CH:10]=[CH:9][C:8](OC2C=CC=CC=2)=[CH:7][CH:6]=1)[OH:4].[C:29]1([CH2:35][CH2:36][C:37](Cl)=[O:38])[CH:34]=[CH:33][CH:32]=[CH:31][CH:30]=1.[C:40](=[O:43])([O-])O.[Na+]>C(OCC)(=O)C.O>[OH:4][CH:3]([C:5]1[CH:6]=[CH:7][CH:8]=[C:9]([O:43][C:40]2[CH:19]=[CH:18][CH:2]=[CH:3][CH:5]=2)[CH:10]=1)[CH:2]([NH:1][C:37](=[O:38])[CH2:36][CH2:35][C:29]1[CH:34]=[CH:33][CH:32]=[CH:31][CH:30]=1)[CH2:18][C:19]1[CH:24]=[CH:23][C:22]([C:25]([F:26])([F:27])[F:28])=[CH:21][CH:20]=1 |f:2.3|. Procedure details: To a solution of (1RS,2SR)-2-amino-1-(4-phenoxyphenyl)-3-(4-(trifluoromethyl)phenyl)-1-propanol (400 mg, 1.03 mmol) in ethyl acetate (20 ml) were added 3-phenylpropionyl chloride (230 ml, 1.55 mmol) and saturated aqueous sodium hydrogen carbonate (20 ml), and the mixture was stirred overnight at room temperature. The reaction solution was diluted with water (100 ml) and extracted with ethyl acetate (100 ml×2). The extract was washed with saturated brine, dried over anhydrous magnesium sulfate an... The yield is 88.0%. Run at time 8 hour. The reactants are NC(C(O)C1=CC=C(C=C1)OC1=CC=CC=C1)CC1=CC=C(C=C1)C(F)(F)F ((1RS,2SR)-2-amino-1-(4-phenoxyphenyl)-3-(4-(trifluoromethyl)phenyl)-1-propanol), C1(=CC=CC=C1)CCC(=O)Cl (3-phenylpropionyl chloride), C(O)([O-])=O.[Na+] (sodium hydrogen carbonate). Product: OC(C(CC1=CC=C(C=C1)C(F)(F)F)NC(CCC1=CC=CC=C1)=O)C1=CC(=CC=C1)OC1=CC=CC=C1 (N-((1RS,2SR)-2-hydroxy-2-(3-phenoxyphenyl)-1-((4-(trifluoromethyl)phenyl)methyl)ethyl)-3-phenylpropanamide). The solvent is C(C)(=O)OCC (ethyl acetate), O (water). Reactants: COc1cc(NC(=O)CBr)cc(OC)c1OC, O=C([O-])[O-], Cc1onc2c1c(=O)n(C1CCCNC1)c1cccc(Cl)c21, [I-], I, [K+], [K+], [K+], C1CCOC1. RXN SMILES: [Br:24][CH2:25][C:26](=[O:27])[NH:28][c:29]1[cH:30][c:31]([O:39][CH3:40])[c:32]([O:37][CH3:38])[c:33]([O:35][CH3:36])[cH:34]1.[C:43](=[O:44])([O-:45])[O-:46].[Cl:2][c:3]1[c:4]2[c:5]3[c:6]([c:7](=[O:19])[n:8]([CH:13]4[CH2:14][NH:15][CH2:16][CH2:17][CH2:18]4)[c:9]2[cH:10][cH:11][cH:12]1)[c:20]([CH3:23])[o:21][n:22]3.[I-:42].[IH:1].[K+:41].[K+:47].[K+:48].[O:49]1[CH2:50][CH2:51][CH2:52][CH2:53]1>>[Cl:2][c:3]1[c:4]2[c:5]3[c:6]([c:7](=[O:19])[n:8]([CH:13]4[CH2:14][N:15]([CH2:25][C:26](=[O:27])[NH:28][c:29]5[cH:30][c:31]([O:39][CH3:40])[c:32]([O:37][CH3:38])[c:33]([O:35][CH3:36])[cH:34]5)[CH2:16][CH2:17][CH2:18]4)[c:9]2[cH:10][cH:11][cH:12]1)[c:20]([CH3:23])[o:21][n:22]3. Yields the product COc1cc(NC(=O)CN2CCCC(n3c(=O)c4c(C)onc4c4c(Cl)cccc43)C2)cc(OC)c1OC. The reactants are COC=1C(=C(C(=O)O)C=C(C1OC)OC)[N+](=O)[O-] (3,4,5-Trimethoxy-2-nitrobenzoic acid), C1CCOC1 (THF), C1CCOC1 (THF). Yields the product COC1=CC(=C(CCO)C=C1)[N+](=O)[O-] (4-methoxy-2-nitrobenzyl methanol). RXN SMILES: CO[C:3]1[C:4]([N+:16]([O-:18])=[O:17])=[C:5]([CH:9]=[C:10](OC)[C:11]=1[O:12][CH3:13])[C:6](O)=O.C1C[O:22][CH2:21]C1>>[CH3:13][O:12][C:11]1[CH:10]=[CH:9][C:5]([CH2:6][CH2:21][OH:22])=[C:4]([N+:16]([O-:18])=[O:17])[CH:3]=1. Procedure details: To a stirred solution of the 3,4,5-Trimethoxy-2-nitrobenzoic acid (2 g, 7.77 mmol) and BH3 (1.0 M in THF, 13.2 ml) in THF (10 ml) was stirred and refluxed for 3 hours. After cooling, the reaction mixture was extracted with water and CH2Cl2. The combined organic layers were dried over MgSO4, and then evaporated to afford 4-methoxy-2-nitrobenzyl methanol. The crude 4-methoxy-2-nitrobenzyl methanol was dissolved in anhydrous CH2Cl2 (20 mL) and was subjected to pyridinium dichromate, PDC oxidation (... Product: O=C(C(=O)O)C(CC(=C)Cl)C1=CC=CC=C1 (2-oxo-3-phenyl-5-chloro-5-hexenoic acid). The reactants are C1(=CC=CC=C1)CC(C(=O)O)=O (phenylpyruvic acid), ClC(=C)CCl (2,3-dichloropropene), aqueous solution, [OH-].[Na+] (sodium hydroxide). RXN SMILES: [C:1]1([CH2:7][C:8](=[O:12])[C:9]([OH:11])=[O:10])[CH:6]=[CH:5][CH:4]=[CH:3][CH:2]=1.[Cl:13][C:14]([CH2:16]Cl)=[CH2:15].[OH-].[Na+]>>[O:12]=[C:8]([CH:7]([C:1]1[CH:6]=[CH:5][CH:4]=[CH:3][CH:2]=1)[CH2:16][C:14]([Cl:13])=[CH2:15])[C:9]([OH:11])=[O:10] |f:2.3|. Reported procedure: By the same operation as in Example 45, 1.64 g (10 mmoles) of phenylpyruvic acid was reacted with 0.11 g (10 mmoles) of 2,3-dichloropropene in a 1N aqueous solution of sodium hydroxide (20 ml, 20 mmoles) to give 2-oxo-3-phenyl-5-chloro-5-hexenoic acid as a pale yellowish white solid. It was converted to a methyl ester by using diazomethane, and then the methyl ester was purified by silica gel column chromatography. Methyl 2-oxo-3-phenyl-5-chloro-5-hexenoate as a pure product (1.87 g; yield 74 %)... The reactants are CC(=O)Cl, N#CN=C(Nc1cncc(N)c1)NC1(c2ccccc2)CCC1, c1ccncc1. Product: CC(=O)Nc1cncc(NC(=NC#N)NC2(c3ccccc3)CCC2)c1. RXN SMILES: [CH3:24][C:25]([Cl:26])=[O:27].[NH2:1][c:2]1[cH:3][c:4]([NH:8][C:9](=[N:10][C:11]#[N:12])[NH:13][C:14]2([c:18]3[cH:19][cH:20][cH:21][cH:22][cH:23]3)[CH2:15][CH2:16][CH2:17]2)[cH:5][n:6][cH:7]1.[cH:28]1[cH:29][cH:30][n:31][cH:32][cH:33]1>>[NH:1]([c:2]1[cH:3][c:4]([NH:8][C:9](=[N:10][C:11]#[N:12])[NH:13][C:14]2([c:18]3[cH:19][cH:20][cH:21][cH:22][cH:23]3)[CH2:15][CH2:16][CH2:17]2)[cH:5][n:6][cH:7]1)[C:25]([CH3:24])=[O:27].